Dataset: the Open Reaction Database (ORD), a public repository of structured organic reaction records. Task: describe an organic reaction: reactants, conditions, products, and yield Yields the product BrCC(=O)C=1C=NN(C1CC)C1=CC=CC=C1 (2-bromo-1-(5-ethyl-1-phenyl-1H-pyrazol-4-yl)-ethanone). Reactants: C(C)C1=C(C=NN1C1=CC=CC=C1)C(C)=O (1-(5-ethyl-1-phenyl-1H-pyrazol-4-yl)-ethanone), Br (HBr), ice water, BrBr (Bromine). The solvent is CC(=O)O (HOAc), CC(=O)O (HOAc). Procedure: To a solution of 5.40 g (25.3 mmol) of 1-(5-ethyl-1-phenyl-1H-pyrazol-4-yl)-ethanone in HOAc (30 mL) was added HBr in HOAc (30 mL). Bromine (1.42 ml, 27.7 mmol) was added dropwise and the mixture was stirred at rt for 45 minutes and was poured into ice water (500 mL). The liquid was decanted and remaining residue was washed with water, then dissolved in CH2Cl2 (500 mL) and washed with sat NaHCO3, dried over MgSO4, and concentrated to give 7.20 g of 2-bromo-1-(5-ethyl-1-phenyl-1H-pyrazol-4-yl)-et... Reaction conditions: time 45 minute. RXN SMILES: [CH2:1]([C:3]1[N:7]([C:8]2[CH:13]=[CH:12][CH:11]=[CH:10][CH:9]=2)[N:6]=[CH:5][C:4]=1[C:14](=[O:16])[CH3:15])[CH3:2].[BrH:17].BrBr>CC(O)=O>[Br:17][CH2:15][C:14]([C:4]1[CH:5]=[N:6][N:7]([C:8]2[CH:9]=[CH:10][CH:11]=[CH:12][CH:13]=2)[C:3]=1[CH2:1][CH3:2])=[O:16]. Reactants: COC(=O)C1=NC=C(C=C1)OCC1=CC=CC=C1 (5-benzyloxy-2-pyridinecarboxylic acid methyl ester). The reagents and catalysts are [Pd] (palladium). Run in C(C)O (ethanol). Yields the product COC(=O)C1=NC=C(C=C1)O (5-hydroxy-2-pyridinecarboxylic acid methyl ester). Reaction SMILES: [CH3:1][O:2][C:3]([C:5]1[CH:10]=[CH:9][C:8]([O:11]CC2C=CC=CC=2)=[CH:7][N:6]=1)=[O:4]>[Pd].C(O)C>[CH3:1][O:2][C:3]([C:5]1[CH:10]=[CH:9][C:8]([OH:11])=[CH:7][N:6]=1)=[O:4]. Procedure: A mixture of 7.9 g of 5-benzyloxy-2-pyridinecarboxylic acid methyl ester, 100 ml of 75% aqueous ethanol and 0.2 g of palladium over carbon (5%) is hydrogenated at 47 psi at room temperature. After the theoretical uptake of hydrogen, the mixture is filtered and the filtrate evaporated to yield 5-hydroxy-2-pyridinecarboxylic acid methyl ester melting at 191.5°-192.5°. The reactants are COC(=O)c1ccc(OC(F)F)c2oc3ccnc(Cl)c3c12, CO, CN(C)C=O, [H][H], [NH4+], [OH-], O. Yields the product COC(=O)c1ccc(OC(F)F)c2oc3ccncc3c12. As a reaction SMILES: [CH3:1][O:2][C:3](=[O:4])[c:5]1[cH:6][cH:7][c:8]([O:19][CH:20]([F:21])[F:22])[c:9]2[c:10]1[c:11]1[c:12]([Cl:18])[n:13][cH:14][cH:15][c:16]1[o:17]2.[CH3:27][OH:28].[CH3:29][N:30]([CH3:31])[CH:32]=[O:33].[H:25][H:26].[NH4+:23].[OH-:24].[OH2:34]>>[CH3:1][O:2][C:3](=[O:4])[c:5]1[cH:6][cH:7][c:8]([O:19][CH:20]([F:21])[F:22])[c:9]2[c:10]1[c:11]1[cH:12][n:13][cH:14][cH:15][c:16]1[o:17]2. Starting materials: O (water), NC1=C(SC=C1)C(=O)OC (methyl 3-aminothiophene-2-carboxylate), N1=CC=CC=C1 (pyridine), C(C)(CC)C1=CC=C(C=C1)S(=O)(=O)Cl (4-sec-Butylbenzenesulfonyl chloride). Run in ClCCl (dichloromethane), ClCCl (dichloromethane). Conditions: time 16 hour. Product: C(C)(CC)C1=CC=C(C=C1)S(=O)(=O)NC1=C(SC=C1)C(=O)OC (Methyl 3-[4-(sec-butyl)phenylsulfonamido]thiophene-2-carboxylate). Yield: 49.3%. RXN SMILES: [NH2:1][C:2]1[CH:6]=[CH:5][S:4][C:3]=1[C:7]([O:9][CH3:10])=[O:8].N1C=CC=CC=1.[CH:17]([C:21]1[CH:26]=[CH:25][C:24]([S:27](Cl)(=[O:29])=[O:28])=[CH:23][CH:22]=1)([CH2:19][CH3:20])[CH3:18].O>ClCCl>[CH:17]([C:21]1[CH:26]=[CH:25][C:24]([S:27]([NH:1][C:2]2[CH:6]=[CH:5][S:4][C:3]=2[C:7]([O:9][CH3:10])=[O:8])(=[O:29])=[O:28])=[CH:23][CH:22]=1)([CH2:19][CH3:20])[CH3:18]. Procedure: To a solution of methyl 3-aminothiophene-2-carboxylate (0.68 g; 4.3 mmol) in pyridine (0.52 mL; 6.4 mmol) and anhydrous dichloromethane (15 mL), was added a solution of 51 (1.0 g; 4.3 mmol) in dichloromethane (3 mL). After stirring 16 hours at room temperature, the reaction was mixed with water (50 mL), and the organic phase was separated. The aqueous phase was extracted with dichloromethane (2×10 mL), and the combined organic phases were dried over magnesium sulfate, filtered, and concentrated ... Reactants: C(C)OC(=O)C1=C(N(C(C2=CC=CC=C12)=O)C1=CC=CC=C1)C (3-Methyl-1-oxo-2-phenyl-1,2-dihydro-isoquinoline-4-carboxylic acid ethyl ester), [OH-].[Na+] (NaOH). The solvent is CO (methanol), O (water), O (water). Run at time 8 hour. Yields the product CC=1N(C(C2=CC=CC=C2C1C(=O)O)=O)C1=CC=CC=C1 (3-Methyl-1-oxo-2-phenyl-1,2-dihydro-isoquinoline-4-carboxylic acid). Isolated yield 75.8%. Reaction SMILES: C([O:3][C:4]([C:6]1[C:15]2[C:10](=[CH:11][CH:12]=[CH:13][CH:14]=2)[C:9](=[O:16])[N:8]([C:17]2[CH:22]=[CH:21][CH:20]=[CH:19][CH:18]=2)[C:7]=1[CH3:23])=[O:5])C.[OH-].[Na+]>CO.O>[CH3:23][C:7]1[N:8]([C:17]2[CH:22]=[CH:21][CH:20]=[CH:19][CH:18]=2)[C:9](=[O:16])[C:10]2[C:15]([C:6]=1[C:4]([OH:5])=[O:3])=[CH:14][CH:13]=[CH:12][CH:11]=2 |f:1.2|. Procedure: 3-Methyl-1-oxo-2-phenyl-1,2-dihydro-isoquinoline-4-carboxylic acid ethyl ester (4.2 g, 13.7 mmol) was dissolved in 100 ml of hot methanol and a solution of NaOH (6 g) in water (20 ml) was added. The reaction mixture was heated at reflux for 2 hrs, diluted with water (200 ml) and stirred overnight at ambient temperature. Organic volatiles were removed under reduced pressure and the obtained aqueous solution was extracted with ethyl acetate (2×50 ml). The aqueous solution was poured into ice/2M HC... Reactants: [Al+3], CON(C)C(=O)C(CC(=O)OC(C)(C)C)NS(=O)(=O)c1ccc(NC(C)=O)cc1OCCc1cccc2ncccc12, C1CCOC1, CCOCC, [H-], [H-], [H-], [H-], [Li+]. The product is CC(=O)Nc1ccc(S(=O)(=O)NC(C=O)CC(=O)OC(C)(C)C)c(OCCc2cccc3ncccc23)c1. RXN SMILES: [Al+3:2].[C:7]([CH3:8])([CH3:9])([CH3:10])[O:11][C:12]([CH2:13][CH:14]([C:15](=[O:16])[N:17]([O:18][CH3:19])[CH3:20])[NH:21][S:22](=[O:23])(=[O:24])[c:25]1[c:26]([O:35][CH2:36][CH2:37][c:38]2[c:39]3[cH:40][cH:41][cH:42][n:43][c:44]3[cH:45][cH:46][cH:47]2)[cH:27][c:28]([NH:31][C:32]([CH3:33])=[O:34])[cH:29][cH:30]1)=[O:48].[CH2:54]1[O:55][CH2:56][CH2:57][CH2:58]1.[CH3:49][CH2:50][O:51][CH2:52][CH3:53].[H-:1].[H-:4].[H-:5].[H-:6].[Li+:3]>>[C:7]([CH3:8])([CH3:9])([CH3:10])[O:11][C:12]([CH2:13][CH:14]([CH:15]=[O:16])[NH:21][S:22](=[O:23])(=[O:24])[c:25]1[c:26]([O:35][CH2:36][CH2:37][c:38]2[c:39]3[cH:40][cH:41][cH:42][n:43][c:44]3[cH:45][cH:46][cH:47]2)[cH:27][c:28]([NH:31][C:32]([CH3:33])=[O:34])[cH:29][cH:30]1)=[O:48]. Starting materials: CC[O+](CC)CC, ClCCl, O=CNCc1ccccc1, F[B-](F)(F)F. Product: CCOC=NCc1ccccc1. RXN SMILES: [CH2:16]([CH3:17])[O+:18]([CH2:19][CH3:20])[CH2:21][CH3:22].[CH2:23]([Cl:24])[Cl:25].[CH:1](=[O:2])[NH:3][CH2:4][c:5]1[cH:6][cH:7][cH:8][cH:9][cH:10]1.[F:11][B-:12]([F:13])([F:14])[F:15]>>[CH:1]([O:2][CH2:16][CH3:17])=[N:3][CH2:4][c:5]1[cH:6][cH:7][cH:8][cH:9][cH:10]1.